From a dataset of the Open Reaction Database (ORD), a public repository of structured organic reaction records. describe an organic reaction: reactants, conditions, products, and yield As a reaction SMILES: [C:34](=[O:35])([O-:36])[O-:37].[CH3:40][N:41]([CH3:42])[CH:43]=[O:44].[Cl:18][CH2:19][c:20]1[c:21]([O:22][CH:23]([C:24](=[O:25])[O:26][CH3:27])[CH3:28])[cH:29][c:30]([CH3:33])[cH:31][cH:32]1.[K+:38].[K+:39].[OH:1][c:2]1[cH:3][c:4]([F:17])[c:5](-[n:8]2[n:9][cH:10][c:11](=[O:16])[n:12]([CH3:15])[c:13]2=[O:14])[cH:6][cH:7]1>>[O:1]([c:2]1[cH:3][c:4]([F:17])[c:5](-[n:8]2[n:9][cH:10][c:11](=[O:16])[n:12]([CH3:15])[c:13]2=[O:14])[cH:6][cH:7]1)[CH2:19][c:20]1[c:21]([O:22][CH:23]([C:24](=[O:25])[O:26][CH3:27])[CH3:28])[cH:29][c:30]([CH3:33])[cH:31][cH:32]1. The reactants are O=C([O-])[O-], CN(C)C=O, COC(=O)C(C)Oc1cc(C)ccc1CCl, [K+], [K+], Cn1c(=O)cnn(-c2ccc(O)cc2F)c1=O. Product: COC(=O)C(C)Oc1cc(C)ccc1COc1ccc(-n2ncc(=O)n(C)c2=O)c(F)c1. Reactants: BrBr, Br, CC(=O)c1ccc(C#N)cc1, ClC(Cl)Cl, [Na+], O=C([O-])O. Product: N#Cc1ccc(C(=O)CBr)cc1. Reaction SMILES: [Br:13][Br:14].[BrH:12].[C:1](#[N:2])[c:3]1[cH:4][cH:5][c:6]([C:9]([CH3:10])=[O:11])[cH:7][cH:8]1.[Cl:20][CH:21]([Cl:22])[Cl:23].[Na+:19].[O-:15][C:16]([OH:17])=[O:18]>>[C:1](#[N:2])[c:3]1[cH:4][cH:5][c:6]([C:9]([CH2:10][Br:12])=[O:11])[cH:7][cH:8]1. Starting materials: F[B-](F)(F)F, CCOC(=O)C(Cc1ccc(OCC(=O)O)cc1)OCC, ClCCl, CCN(C(C)C)C(C)C, CCNCc1ccc(Cl)cc1, CN(C)C(On1nnc2ccccc21)=[N+](C)C. Product: CCOC(=O)C(Cc1ccc(OCC(=O)N(CC)Cc2ccc(Cl)cc2)cc1)OCC. Reaction SMILES: [B-:42]([F:43])([F:44])([F:45])[F:46].[CH2:12]([CH3:13])[O:14][CH:15]([CH2:16][c:17]1[cH:18][cH:19][c:20]([O:21][CH2:22][C:23](=[O:24])[OH:25])[cH:26][cH:27]1)[C:28](=[O:29])[O:30][CH2:31][CH3:32].[CH2:64]([Cl:65])[Cl:66].[CH:33]([N:34]([CH2:35][CH3:36])[CH:37]([CH3:38])[CH3:39])([CH3:40])[CH3:41].[Cl:1][c:2]1[cH:3][cH:4][c:5]([CH2:6][NH:7][CH2:8][CH3:9])[cH:10][cH:11]1.[n:47]1([O:48][C:49]([N:50]([CH3:51])[CH3:52])=[N+:53]([CH3:54])[CH3:55])[c:56]2[cH:57][cH:58][cH:59][cH:60][c:61]2[n:62][n:63]1>>[Cl:1][c:2]1[cH:3][cH:4][c:5]([CH2:6][N:7]([CH2:8][CH3:9])[C:23]([CH2:22][O:21][c:20]2[cH:19][cH:18][c:17]([CH2:16][CH:15]([O:14][CH2:12][CH3:13])[C:28](=[O:29])[O:30][CH2:31][CH3:32])[cH:27][cH:26]2)=[O:25])[cH:10][cH:11]1. The product is C(C=C)N1C(=NC=2C3=C(CC4(CCCCC4)C2C1=O)C=CC=C3)SCCOC (3-allyl-2-(2-methoxyethylthio)-3H-spiro[benzo[h]quinazoline-5,1′-cyclohexan]-4(6H)-one). As a reaction SMILES: [CH2:1]([N:4]1[C:18](=[O:19])[C:17]2[C:11]3([CH2:16][CH2:15][CH2:14][CH2:13][CH2:12]3)[CH2:10][C:9]3[CH:20]=[CH:21][CH:22]=[CH:23][C:8]=3[C:7]=2[NH:6][C:5]1=[S:24])[CH:2]=[CH2:3].C1(C)C=CC(S(O[CH2:35][CH2:36][O:37][CH3:38])(=O)=O)=CC=1.[OH-].[K+].O>C(O)C>[CH2:1]([N:4]1[C:18](=[O:19])[C:17]2[C:11]3([CH2:12][CH2:13][CH2:14][CH2:15][CH2:16]3)[CH2:10][C:9]3[CH:20]=[CH:21][CH:22]=[CH:23][C:8]=3[C:7]=2[N:6]=[C:5]1[S:24][CH2:35][CH2:36][O:37][CH3:38])[CH:2]=[CH2:3] |f:2.3|. Procedure: A mixture of 3-allyl-2-thioxo-2,3-dihydro-1H-spiro[benzo[h]quinazoline-5,1′-cyclohexan]-4(6H)-one (5, 0.100 g, 0.295 mmol), 2-Methoxyethyl p-Toluenesulfonate (0.084 ml, 0.325 mmol), potassium hydroxide (0.025 g, 0.443 mmol) in Ethanol (1.738 ml) was refluxed ON. To the cooled solution, water (1 ml) was added and the mixture was extracted with EtOAc 2×. The organics were washed with brine, dried over sodium sulfate, filtered, and concentrated to a yellow oil. The product was purified by flash col... Solvent: C(C)O (Ethanol). Starting materials: O (water), C(C=C)N1C(NC=2C3=C(CC4(CCCCC4)C2C1=O)C=CC=C3)=S (3-allyl-2-thioxo-2,3-dihydro-1H-spiro[benzo[h]quinazoline-5,1′-cyclohexan]-4(6H)-one), C1(=CC=C(C=C1)S(=O)(=O)OCCOC)C (2-Methoxyethyl p-Toluenesulfonate), [OH-].[K+] (potassium hydroxide).